This data is from the Open Reaction Database (ORD), a public repository of structured organic reaction records. The task is: describe an organic reaction: reactants, conditions, products, and yield Starting materials: aqueous solution, [OH-].[K+] (potassium hydroxide), COCCOCOCCCCCC(C(=O)OCC)C(=O)OCC (diethyl 2-[5-(2-methoxyethoxy)methoxypentyl]malonate). The solvent is C(C)O (ethanol). Conditions: time 5 hour. Yields the product COCCOCOCCCCCC(C(=O)OCC)C(=O)O (Ethyl hydrogen 2-[5-(2-methoxyethoxy)methoxypentyl]malonate). The yield is 81.0%. Reaction SMILES: [OH-].[K+].[CH3:3][O:4][CH2:5][CH2:6][O:7][CH2:8][O:9][CH2:10][CH2:11][CH2:12][CH2:13][CH2:14][CH:15]([C:21]([O:23]CC)=[O:22])[C:16]([O:18][CH2:19][CH3:20])=[O:17]>C(O)C>[CH3:3][O:4][CH2:5][CH2:6][O:7][CH2:8][O:9][CH2:10][CH2:11][CH2:12][CH2:13][CH2:14][CH:15]([C:21]([OH:23])=[O:22])[C:16]([O:18][CH2:19][CH3:20])=[O:17] |f:0.1|. Procedure details: 1.5 ml of an aqueous solution containing 0.203 g of potassium hydroxide was added, whilst ice-cooling, to a solution of 1.029 g of diethyl 2-[5-(2-methoxyethoxy)methoxypentyl]malonate (prepared as described in Preparation 61) dissolved in 1.5 ml of ethanol. The reaction mixture was stirred at room temperature for 5 hours, after which it was washed with diethyl ether. The aqueous layer was adjusted to a pH value of 2 by adding 10% w/v aqueous hydrochloric acid, and it was then extracted four time... The reactants are CC1(CC(C(NC2=C1C=CC(=C2)[N+](=O)[O-])=O)NC(C)=O)C (N-(5,5-Dimethyl-8-nitro-2-oxo-2,3,4,5-tetrahydro-1H-1-benzazepin-3-yl)-acetamide), ClC1=NC=C(C(=N1)NC1=C(C(=O)NCC#C)C=CC=C1F)Cl (2-(2,5-Dichloro-pyrimidin-4-ylamino)-3-fluoro-N-prop-2-ynyl-benzamide). The product is C(C)(=O)NC1C(NC2=C(C(C1)(C)C)C=CC(=C2)NC2=NC=C(C(=N2)NC2=C(C(=O)NCC#C)C=CC=C2F)Cl)=O (2-[2-(3-Acetylamino-5,5-dimethyl-2-oxo-2,3,4,5-tetrahydro-1H-1-benzazepin-8-ylamino)-5-chloro-pyrimidin-4-ylamino]-3-fluoro-N-prop-2-ynyl-benzamide). Reaction SMILES: [CH3:1][C:2]1([CH3:21])[C:8]2[CH:9]=[CH:10][C:11]([N+:13]([O-])=O)=[CH:12][C:7]=2[NH:6][C:5](=[O:16])[CH:4]([NH:17][C:18](=[O:20])[CH3:19])[CH2:3]1.Cl[C:23]1[N:28]=[C:27]([NH:29][C:30]2[C:41]([F:42])=[CH:40][CH:39]=[CH:38][C:31]=2[C:32]([NH:34][CH2:35][C:36]#[CH:37])=[O:33])[C:26]([Cl:43])=[CH:25][N:24]=1>>[C:18]([NH:17][CH:4]1[CH2:3][C:2]([CH3:21])([CH3:1])[C:8]2[CH:9]=[CH:10][C:11]([NH:13][C:23]3[N:28]=[C:27]([NH:29][C:30]4[C:41]([F:42])=[CH:40][CH:39]=[CH:38][C:31]=4[C:32]([NH:34][CH2:35][C:36]#[CH:37])=[O:33])[C:26]([Cl:43])=[CH:25][N:24]=3)=[CH:12][C:7]=2[NH:6][C:5]1=[O:16])(=[O:20])[CH3:19]. Procedure details: Title compound was prepared from N-(5,5-Dimethyl-8-nitro-2-oxo-2,3,4,5-tetrahydro-1H-1-benzazepin-3-yl)-acetamide and 2-(2,5-Dichloro-pyrimidin-4-ylamino)-3-fluoro-N-prop-2-ynyl-benzamide in an analogous manner to Example 1221d. Title compound was isolated as a white solid. (65 mg, 43%) LCMS 566 (M+H), 1H-NMR (DMSO-d6, 400 MHz) δ 9.50 (s, 1H), 9.39 (s, 1H), 9.17 (s, 1H), 8.93 (t, J=5.3 Hz, 1H), 8.18 (s, 1H), 8.04 (d, J=8.1 Hz, 1H), 7.51-7.46 (m, 2H), 7.37-7.34 (m, 1H), 7.24 (d, J=8.1 Hz, 1H), 7.... The reactants are C(C)(C)(C)OC(=O)N(C(=O)OC(C)(C)C)C=1C(=NC(=CC1)Cl)Cl (Di-tert-butyl(2,6-dichloropyridin-3-yl)imidodicarbonate), O1CCOCC1 (dioxane), C1(=CC=CC=C1)B(O)O (phenyl boronic acid), C([O-])([O-])=O.[Na+].[Na+] (sodium carbonate). Reagents/catalysts: C=1C=CC(=CC1)[P](C=2C=CC=CC2)(C=3C=CC=CC3)[Pd]([P](C=4C=CC=CC4)(C=5C=CC=CC5)C=6C=CC=CC6)([P](C=7C=CC=CC7)(C=8C=CC=CC8)C=9C=CC=CC9)[P](C=1C=CC=CC1)(C=1C=CC=CC1)C=1C=CC=CC1 (Tetrakis(triphenylphosphine)palladium(0)). Run in CN(C)C=O (DMF), O (H2O). Reaction conditions: temperature 85 celsius, time 8 hour. Product: C(C)(C)(C)OC(=O)N(C(=O)OC(C)(C)C)C=1C(=NC(=CC1)C1=CC=CC=C1)Cl (di-tert-butyl(2-chloro-6-phenylpyridin-3-yl)imidodicarbonate). Isolated yield 39.2%. As a reaction SMILES: [C:1]([O:5][C:6]([N:8]([C:16]1[C:17]([Cl:23])=[N:18][C:19](Cl)=[CH:20][CH:21]=1)[C:9]([O:11][C:12]([CH3:15])([CH3:14])[CH3:13])=[O:10])=[O:7])([CH3:4])([CH3:3])[CH3:2].[C:24]1(B(O)O)[CH:29]=[CH:28][CH:27]=[CH:26][CH:25]=1.C(=O)([O-])[O-].[Na+].[Na+].O1CCOCC1>C1C=CC([P]([Pd]([P](C2C=CC=CC=2)(C2C=CC=CC=2)C2C=CC=CC=2)([P](C2C=CC=CC=2)(C2C=CC=CC=2)C2C=CC=CC=2)[P](C2C=CC=CC=2)(C2C=CC=CC=2)C2C=CC=CC=2)(C2C=CC=CC=2)C2C=CC=CC=2)=CC=1.O.CN(C=O)C>[C:1]([O:5][C:6]([N:8]([C:16]1[C:17]([Cl:23])=[N:18][C:19]([C:24]2[CH:29]=[CH:28][CH:27]=[CH:26][CH:25]=2)=[CH:20][CH:21]=1)[C:9]([O:11][C:12]([CH3:15])([CH3:14])[CH3:13])=[O:10])=[O:7])([CH3:4])([CH3:3])[CH3:2] |f:2.3.4,^1:48,50,69,88|. Procedure details: 2,6-dichloropyridin-3-amine (9.39 g, 57.6 mmol), di-tert-butyldicarbonate (503 g, 230 mmol), DMAP (0.704 g, 5.76 mmol) and triethylamine (16.06 mL, 115 mmol) were combined in DCM (230 mL) and stirred at RT overnight. The solvent was evaporated and the residue was triturated with acetonitrile and filtered to provide di-tert-butyl(2,6-dichloropyridin-3-yl)imidodicarbonate. Di-tert-butyl(2,6-dichloropyridin-3-yl)imidodicarbonate (27.7 g, 76 mmol), phenyl boronic acid (13.95, 114 mmol) and sodium ca... Isolated yield 64.0%. RXN SMILES: C[O:2][C:3]1[CH:8]=[CH:7][C:6]([N:9]2[C:15](=[O:16])[CH2:14][C:13](=[O:17])[NH:12][C:11]3[C:18]4[CH2:19][CH2:20][CH2:21][CH2:22][C:23]=4[CH:24]=[CH:25][C:10]2=3)=[CH:5][CH:4]=1.B(Br)(Br)Br.ClCCl>ClCCl>[OH:2][C:3]1[CH:4]=[CH:5][C:6]([N:9]2[C:15](=[O:16])[CH2:14][C:13](=[O:17])[NH:12][C:11]3[C:18]4[CH2:19][CH2:20][CH2:21][CH2:22][C:23]=4[CH:24]=[CH:25][C:10]2=3)=[CH:7][CH:8]=1 |f:1.2|. Procedure: 5-(4-Methoxyphenyl)-1,5,8,9,10,11-hexahydronaphtho[1,2-b][1,4]diazepine-2,4-dione (200 mg, 0.59 mmol) obtained in Example 13 was dissolved in dry dichloromethane (5 mL) while stirring in ice-bath. To the solution was dropwise added 1M boron tribromide-dichloromethane (1.2 mL). The mixture was stirred at room temperature for 16 hours and at 50° C. for 3 hours. The solvent was removed by evaporation under reduced pressure. To the residue was added cold water. The mixture was extracted with ethyl a... Yields the product OC1=CC=C(C=C1)N1C2=C(NC(CC1=O)=O)C=1CCCCC1C=C2 (5-(4-Hydroxyphenyl)-1,5,8,9,10,11-hexahydronaphtho[1,2-b][1,4]diazepine-2,4-dione). The solvent is ClCCl (dichloromethane). Reactants: COC1=CC=C(C=C1)N1C2=C(NC(CC1=O)=O)C=1CCCCC1C=C2 (5-(4-Methoxyphenyl)-1,5,8,9,10,11-hexahydronaphtho[1,2-b][1,4]diazepine-2,4-dione), B(Br)(Br)Br.ClCCl (boron tribromide dichloromethane).